This data is from the Open Reaction Database (ORD), a public repository of structured organic reaction records. The task is: describe an organic reaction: reactants, conditions, products, and yield Starting materials: CCCCCC.C(C)(=O)OCC (hexane ethyl acetate), ICCCCCCCCCCCCI (1,12-diiodododecane), SCCC(=O)OC (Methyl 3-mercaptopropionate), C(=O)([O-])[O-].[K+].[K+] (K2CO3). Run in C(C)#N (acetonitrile). The product is ICCCCCCCCCCCCSCCC(=O)OC (Methyl 16-iodo-4-thia-hexadecanoate). The yield is 32.2%. Reaction SMILES: I[CH2:2][CH2:3][CH2:4][CH2:5][CH2:6][CH2:7][CH2:8][CH2:9][CH2:10][CH2:11][CH2:12][CH2:13][I:14].[SH:15][CH2:16][CH2:17][C:18]([O:20][CH3:21])=[O:19].C([O-])([O-])=O.[K+].[K+].CCCCCC.C(OCC)(=O)C>C(#N)C>[I:14][CH2:13][CH2:12][CH2:11][CH2:10][CH2:9][CH2:8][CH2:7][CH2:6][CH2:5][CH2:4][CH2:3][CH2:2][S:15][CH2:16][CH2:17][C:18]([O:20][CH3:21])=[O:19] |f:2.3.4,5.6|. Reported procedure: 1,12-diiodododecane (2.66 g, 6.3 mmol) was dissolved in 20 mL acetonitrile. Methyl 3-mercaptopropionate (0.76 g, 6.3 mmol) and K2CO3 (1.1 g, 8 mmol) were added and the mixture was allowed to react at room temperature for 20 h. The mixture was acidified with ice-diluted HCl and the solution was extracted twice with ether (20 mL). The combined ether fractions were washed successively with dilute NaHCO3, water and brine, dried (MgSO4 and evaporated under reduced pressure. The product 1 (0.84 g, 32%... Procedure: Isatin (14.71 g, 100 mmol) and 1-t-butoxycarbonyl-4-piperidone (19.93 g, 100 mmol) were dissolved in ethanol (200 ml), followed by adding thereto an ethanolic solution (50 ml) of KOH (12.34 mg), and the resulting mixture was stirred at 70° C. for 24 hours. The solvent was removed by concentration under reduced pressure, and the residue was neutralized with acetic acid. The resulting insoluble material was purified by suspension in methanol to obtain the desired compound (9.5 g, 29%) as a light-b... As a reaction SMILES: [NH:1]1[C:11]2[C:6](=[CH:7][CH:8]=[CH:9][CH:10]=2)[C:4](=O)[C:2]1=[O:3].[C:12]([O:16][C:17]([N:19]1[CH2:24][CH2:23][C:22](=O)[CH2:21][CH2:20]1)=[O:18])([CH3:15])([CH3:14])[CH3:13].C([OH:28])C>[OH-].[K+]>[C:12]([O:16][C:17]([N:19]1[CH2:24][CH2:23][C:22]2[N:1]=[C:11]3[CH:10]=[CH:9][CH:8]=[CH:7][C:6]3=[C:4]([C:2]([OH:28])=[O:3])[C:21]=2[CH2:20]1)=[O:18])([CH3:15])([CH3:13])[CH3:14] |f:3.4|. The reactants are N1C(=O)C(=O)C2=CC=CC=C12 (Isatin), C(C)(C)(C)OC(=O)N1CCC(CC1)=O (1-t-butoxycarbonyl-4-piperidone), C(C)O (ethanol). The product is C(C)(C)(C)OC(=O)N1CC=2C(=C3C(=NC2CC1)C=CC=C3)C(=O)O (2-t-butoxycarbonyl-1,2,3,4-tetrahydro-benzo[b][1,6]-naphthyridine-10-carboxylic acid). Yield: 29.0%. Reagents/catalysts: [OH-].[K+] (KOH). Starting materials: O=C1CCC(=NN1)C1=CC=C(C(=O)O)C=C1 (4-(1,4,5,6-tetrahydro-6-oxo-3-pyridazinyl)benzoic acid), S(=O)(Cl)Cl (thionyl chloride). The solvent is ClCCl (dichloromethane). Reaction conditions: time 24 hour. Product: O=C1CCC(=NN1)C1=CC=C(C(=O)Cl)C=C1 (4-(1,4,5, 6-Tetrahydro-6-oxo-3-pyridazinyl)benzoyl chloride). As a reaction SMILES: [O:1]=[C:2]1[NH:7][N:6]=[C:5]([C:8]2[CH:16]=[CH:15][C:11]([C:12](O)=[O:13])=[CH:10][CH:9]=2)[CH2:4][CH2:3]1.S(Cl)([Cl:19])=O>ClCCl>[O:1]=[C:2]1[NH:7][N:6]=[C:5]([C:8]2[CH:16]=[CH:15][C:11]([C:12]([Cl:19])=[O:13])=[CH:10][CH:9]=2)[CH2:4][CH2:3]1. Procedure: 10 mmol (2.2 g) of 4-(1,4,5,6-tetrahydro-6-oxo-3-pyridazinyl)benzoic acid are suspended in 50 ml of dichloromethane, after which 1.5 ml (20 mmol) of thionyl chloride are added and the mixture is stirred for 24 hours while being boiled gently. Isolated yield 58.5%. Product: CC=1C=C(OC=2C=C(COC3=CC=C(C=C3)CCC(=O)O)C=CC2)C=CC1 (3-(4-{[3-(3-methylphenoxy)benzyl]oxy}phenyl)propanoic acid). Starting materials: CC=1C=C(OC=2C=C(COC3=CC=C(C=C3)CCC(=O)OC)C=CC2)C=CC1 (methyl 3-(4-{[3-(3-methylphenoxy)benzyl]oxy}phenyl)propanoate), Cl (hydrochloric acid), [OH-].[Na+] (sodium hydroxide), O (Water). Reaction SMILES: [CH3:1][C:2]1[CH:3]=[C:4]([CH:26]=[CH:27][CH:28]=1)[O:5][C:6]1[CH:7]=[C:8]([CH:23]=[CH:24][CH:25]=1)[CH2:9][O:10][C:11]1[CH:16]=[CH:15][C:14]([CH2:17][CH2:18][C:19]([O:21]C)=[O:20])=[CH:13][CH:12]=1.[OH-].[Na+].O.Cl>CO.O1CCCC1>[CH3:1][C:2]1[CH:3]=[C:4]([CH:26]=[CH:27][CH:28]=1)[O:5][C:6]1[CH:7]=[C:8]([CH:23]=[CH:24][CH:25]=1)[CH2:9][O:10][C:11]1[CH:16]=[CH:15][C:14]([CH2:17][CH2:18][C:19]([OH:21])=[O:20])=[CH:13][CH:12]=1 |f:1.2|. Reaction conditions: time 24 hour. Procedure: To a solution of methyl 3-(4-{[3-(3-methylphenoxy)benzyl]oxy}phenyl)propanoate (0.380 g, 1.01 mmol) in a mixture of methanol (4 mL) and tetrahydrofuran (4 mL) was added 2 M aqueous sodium hydroxide solution (1.5 mL), and the mixture was stirred at room temperature for 24 hrs. Water was added to the reaction mixture, acidified with 1 M hydrochloric acid, and the mixture was extracted with ethyl acetate. The extract was washed with saturated brine, dried over anhydrous magnesium sulfate, and conce... The solvent is CO (methanol), O1CCCC1 (tetrahydrofuran). Reactants: ClC1=CC(=C(OC2=C(C=C(C=C2)S(=O)(=O)NC2=NC=NS2)C#N)C=C1)I (4-(4-chloro-2-iodophenoxy)-3-cyano-N-(1,2,4-thiadiazol-5-yl)benzenesulfonamide), CC1(OB(OC1(C)C)N1N=CC=C1)C ((4,4,5,5-tetramethyl-1,3,2-dioxaborolan-2-yl)-1H-pyrazole). Product: ClC1=CC(=C(OC2=C(C=C(C=C2)S(=O)(=O)NC2=NC=NS2)C#N)C=C1)C=1C=NNC1 (4-(4-chloro-2-(1H-pyrazol-4-yl)phenoxy)-3-cyano-N-(1,2,4-thiadiazol-5-yl)benzenesulfonamide). As a reaction SMILES: [Cl:1][C:2]1[CH:25]=[CH:24][C:5]([O:6][C:7]2[CH:12]=[CH:11][C:10]([S:13]([NH:16][C:17]3[S:21][N:20]=[CH:19][N:18]=3)(=[O:15])=[O:14])=[CH:9][C:8]=2[C:22]#[N:23])=[C:4](I)[CH:3]=1.CC1(C)C(C)(C)OB([N:35]2[CH:39]=[CH:38][CH:37]=[N:36]2)O1>>[Cl:1][C:2]1[CH:25]=[CH:24][C:5]([O:6][C:7]2[CH:12]=[CH:11][C:10]([S:13]([NH:16][C:17]3[S:21][N:20]=[CH:19][N:18]=3)(=[O:15])=[O:14])=[CH:9][C:8]=2[C:22]#[N:23])=[C:4]([C:38]2[CH:39]=[N:35][NH:36][CH:37]=2)[CH:3]=1. Reported procedure: The title compound was prepared from 4-(4-chloro-2-iodophenoxy)-3-cyano-N-(1,2,4-thiadiazol-5-yl)benzenesulfonamide (Preparation 355) and (4,4,5,5-tetramethyl-1,3,2-dioxaborolan-2-yl)-1H-pyrazole using Method E above with microwave irradiation for 1 hour at 85° C. The reactants are CC(CCCCCC)(C)C1=CC(=C(C=C1)C1=CC(CCC1)=O)O (3-[4-(1,1-dimethylheptyl)-2-hydroxyphenyl]-2-cyclohexenone), CCOCC (ether), [H-].C(C(C)C)[Al+]CC(C)C (diisobutylaluminum hydride). Run in O (water). Run at temperature -30 celsius, time 30 minute. Yields the product CC(CCCCCC)(C)C1=CC(=C(C=C1)C1=CC(CCC1)O)O (3-[4-(1,1-Dimethylheptyl)-2-hydroxyphenyl]-2-cyclohexenol). Isolated yield 25.0%. Reaction SMILES: [CH3:1][C:2]([C:10]1[CH:15]=[CH:14][C:13]([C:16]2[CH2:21][CH2:20][CH2:19][C:18](=[O:22])[CH:17]=2)=[C:12]([OH:23])[CH:11]=1)([CH3:9])[CH2:3][CH2:4][CH2:5][CH2:6][CH2:7][CH3:8].CCOCC.[H-].C([Al+]CC(C)C)C(C)C>O>[CH3:9][C:2]([C:10]1[CH:15]=[CH:14][C:13]([C:16]2[CH2:21][CH2:20][CH2:19][CH:18]([OH:22])[CH:17]=2)=[C:12]([OH:23])[CH:11]=1)([CH3:1])[CH2:3][CH2:4][CH2:5][CH2:6][CH2:7][CH3:8] |f:2.3|. Procedure: To a -30° C. solution of 1.00 g. (3.18 mmole) of 3-[4-(1,1-dimethylheptyl)-2-hydroxyphenyl]-2-cyclohexenone in 60 ml. of ether was added dropwise 6.3 ml. of a 1 M (in toluene) diisobutylaluminum hydride solution. The reaction was stirred 30 min. longer at -30° C. and then added to 1.5 l. water. The quenched solution was extracted with three 400 ml. portions of ether and the combined extracts washed twice with 125 ml. of saturated sodium chloride and dried over magnesium sulfate. After evaporatio... Reactants: NC=1C=C(C(=O)NC2=CC(=C(C=C2)C)C)C=CC1N (3,4-diamino-N-(3,4-dimethyl-phenyl)-benzamide), C(=O)C1=C(C=C(C=C1C)NC(C)=O)C (N-(4-formyl-3,5-dimethyl-phenyl)-acetamide), FeCl3. Run in CO (MeOH). Conditions: time 8 hour. The product is CC=1C=C(C=CC1C)NC(=O)C1=CC2=C(N=C(N2)C2=C(C=C(C=C2C)NC(C)=O)C)C=C1 (2-(4-acetylamino-2,6-dimethyl-phenyl)-3H-benzoimidazole-5-carboxylic acid (3,4-dimethyl-phenyl)-amide). RXN SMILES: [NH2:1][C:2]1[CH:3]=[C:4]([CH:16]=[CH:17][C:18]=1[NH2:19])[C:5]([NH:7][C:8]1[CH:13]=[CH:12][C:11]([CH3:14])=[C:10]([CH3:15])[CH:9]=1)=[O:6].[CH:20]([C:22]1[C:27]([CH3:28])=[CH:26][C:25]([NH:29][C:30](=[O:32])[CH3:31])=[CH:24][C:23]=1[CH3:33])=O>CO>[CH3:15][C:10]1[CH:9]=[C:8]([NH:7][C:5]([C:4]2[CH:16]=[CH:17][C:18]3[N:19]=[C:20]([C:22]4[C:23]([CH3:33])=[CH:24][C:25]([NH:29][C:30](=[O:32])[CH3:31])=[CH:26][C:27]=4[CH3:28])[NH:1][C:2]=3[CH:3]=2)=[O:6])[CH:13]=[CH:12][C:11]=1[CH3:14]. Procedure: A mixture of 3,4-diamino-N-(3,4-dimethyl-phenyl)-benzamide (0.8 mL in 0.2 M DMSO solution), N-(4-formyl-3,5-dimethyl-phenyl)-acetamide (0.8 mL in 0.2 M toluene solution) and FeCl3 (0.4 mL in 0.02M THF solution) was stirred in open air at ambient temperature overnight. The mixture was then diluted by MeOH and the whole was loaded onto a solid phase extraction (SPE) cartridge that contained strong cation exchange (SCX) (1 g media in 6 mL cartridge, United Chemical Technology). Wash-to-waste (5 mL ...